Dataset: the Open Reaction Database (ORD), a public repository of structured organic reaction records. Task: describe an organic reaction: reactants, conditions, products, and yield The reactants are C[Si](CCCCCCO)(C)C (6-(trimethylsilyl)hexanol), [OH-].[K+] (KOH), C#C (acetylene). The yield is 99.0%. The product is C(=C)OCCCCCC[Si](C)(C)C (6-(Trimethylsilyl)hexyl vinyl ether). Reaction SMILES: [CH3:1][Si:2]([CH3:11])([CH3:10])[CH2:3][CH2:4][CH2:5][CH2:6][CH2:7][CH2:8][OH:9].[OH-].[K+].[CH:14]#[CH:15]>CS(C)=O>[CH:14]([O:9][CH2:8][CH2:7][CH2:6][CH2:5][CH2:4][CH2:3][Si:2]([CH3:1])([CH3:10])[CH3:11])=[CH2:15] |f:1.2|. Reported procedure: In a similar manner to Example 1, 75 g (0.43 mol) of 6-(trimethylsilyl)hexanol, 7.5 g of KOH and 75 g of DMSO were reacted at 80° C. with acetylene. 6-(Trimethylsilyl)hexyl vinyl ether was obtained in 99% yield. Solvent: CS(=O)C (DMSO). Reactants: CC=1C(=CSC1)S(=O)(=O)N=C=O (4-methyl-3-thiophenesulfonyl isocyanate), NC1=NC(=NC(=N1)OC)OC (2-amino-4,6-dimethoxy-1,3,5-triazine). Solvent: O1CCCC1 (tetrahydrofuran). Reaction conditions: time 16 hour. Yields the product COC1=NC(=NC(=N1)OC)NC(=O)NS(=O)(=O)C1=CSC=C1C (N-[(4,6-Dimethoxy-1,3,5-triazin-2-yl)aminocarbonyl]-4-methyl-3-thiophenesulfonamide). Yield: 43.4%. As a reaction SMILES: [CH3:1][C:2]1[C:3]([S:7]([N:10]=[C:11]=[O:12])(=[O:9])=[O:8])=[CH:4][S:5][CH:6]=1.[NH2:13][C:14]1[N:19]=[C:18]([O:20][CH3:21])[N:17]=[C:16]([O:22][CH3:23])[N:15]=1>O1CCCC1>[CH3:21][O:20][C:18]1[N:17]=[C:16]([O:22][CH3:23])[N:15]=[C:14]([NH:13][C:11]([NH:10][S:7]([C:3]2[C:2]([CH3:1])=[CH:6][S:5][CH:4]=2)(=[O:8])=[O:9])=[O:12])[N:19]=1. Procedure: A solution of 2 g of 4-methyl-3-thiophenesulfonyl isocyanate was added to a suspension of 1.5 g of 2-amino-4,6-dimethoxy-1,3,5-triazine in 20 ml of tetrahydrofuran and the resulting mixture stirred for 16 hours at ambient temperature. The precipitate thus obtained was filtered off and recrystallized to yield 1.5 g of the desired product, m.p. 154°-156°. The reactants are C(C(=O)Cl)(=O)Cl (Oxalyl chloride), CC=1NC2=CC=C(C=C2C1)[N+](=O)[O-] (2-methyl-5-nitroindole), C1(C=2C(C(N1)=O)=CC=CC2)=O (phthalimide). Solvent: CCOCC (ether). Conditions: temperature 24 celsius, time 48 hour. The product is NC(C(=O)C1=CNC2=CC=C(C=C12)[N+](=O)[O-])=O ((2-amino)-1-(5-nitro-1H-indol-3-yl)-ethane-1,2-dione). As a reaction SMILES: [C:1](Cl)(=[O:5])[C:2](Cl)=[O:3].C[C:8]1[NH:9][C:10]2[C:15]([CH:16]=1)=[CH:14][C:13]([N+:17]([O-:19])=[O:18])=[CH:12][CH:11]=2.C1(=O)[NH:24]C(=O)C2=CC=CC=C12>CCOCC>[NH2:24][C:1](=[O:5])[C:2]([C:16]1[C:15]2[C:10](=[CH:11][CH:12]=[C:13]([N+:17]([O-:19])=[O:18])[CH:14]=2)[NH:9][CH:8]=1)=[O:3]. Reported procedure: Oxalyl chloride (4.4 mmol) is added dropwise to a suspension of 2-methyl-5-nitroindole (1.4 mmol) and phthalimide (0.1 g) in ether (10 mL) and the mixture stirred 48 h at 24° C. The reaction vessel is then equipped with a Dewar condenser, chilled to 0° C., and anhydrous ammonia bubbled through the mixture during 1.5 h. The gas and solvent are removed in vacuo. The resulting tan solid is triturated with water, filtered, and the retentate washed with toluene. The solid is dried, affording (2-amino... The reactants are O=C1CCCCCO1, Cc1ccc(C(C)C)cc1, [K+], [OH-], O, c1ccc2[nH]ccc2c1. Product: O=C(O)CCCCCc1c[nH]c2ccccc12. Reaction SMILES: [C:10]1(=[O:17])[CH2:11][CH2:12][CH2:13][CH2:14][CH2:15][O:16]1.[CH3:21][CH:22]([c:23]1[cH:24][cH:25][c:26]([CH3:27])[cH:28][cH:29]1)[CH3:30].[K+:19].[OH-:18].[OH2:20].[nH:1]1[cH:2][cH:3][c:4]2[cH:5][cH:6][cH:7][cH:8][c:9]12>>[nH:1]1[cH:2][c:3]([CH2:15][CH2:14][CH2:13][CH2:12][CH2:11][C:10](=[O:16])[OH:17])[c:4]2[cH:5][cH:6][cH:7][cH:8][c:9]12. Reactants: CCOC(=O)C1(C(C)=O)CCC(=O)CC1, Cc1ccccc1, NCc1ccccc1, O, Cc1ccc(S(=O)(=O)O)cc1. The product is CCOC(=O)C12CCC(NCc3ccccc3)(CC1)CC2=O. As a reaction SMILES: [CH2:1]([CH3:2])[O:3][C:4](=[O:5])[C:6]1([C:13]([CH3:14])=[O:15])[CH2:7][CH2:8][C:9](=[O:12])[CH2:10][CH2:11]1.[CH3:36][c:37]1[cH:38][cH:39][cH:40][cH:41][cH:42]1.[NH2:16][CH2:17][c:18]1[cH:19][cH:20][cH:21][cH:22][cH:23]1.[OH2:24].[c:25]1([CH3:26])[cH:27][cH:28][c:29]([S:30]([OH:31])(=[O:32])=[O:33])[cH:34][cH:35]1>>[CH2:1]([CH3:2])[O:3][C:4](=[O:5])[C:6]12[CH2:7][CH2:8][C:9]([NH:16][CH2:17][c:18]3[cH:19][cH:20][cH:21][cH:22][cH:23]3)([CH2:10][CH2:11]1)[CH2:14][C:13]2=[O:15]. The reactants are C1(CC1)C1=C(C=NC=C1)N(S(=O)(=O)C)CCC(C)C (N-(4-cyclopropylpyridin-3-yl)-N-isopentylmethanesulfonamide), C1(=C(C(=CC(=C1)C)C)S(=O)(=O)ON)C (O-(mesitylsulfonyl)hydroxylamine). The solvent is ClCCl (dichloromethane). Reaction conditions: time 1 hour. Yields the product CC1=C(C(=CC(=C1)C)C)S(=O)(=O)[O-].N[N+]1=CC(=C(C=C1)C1CC1)N(S(=O)(=O)C)CCC(C)C (1-amino-4-cyclopropyl-3-(N-isopentylmethylsulfonamido)pyridinium 2,4,6-trimethylbenzenesulfonate). Reaction SMILES: [CH:1]1([C:4]2[CH:9]=[CH:8][N:7]=[CH:6][C:5]=2[N:10]([CH2:15][CH2:16][CH:17]([CH3:19])[CH3:18])[S:11]([CH3:14])(=[O:13])=[O:12])[CH2:3][CH2:2]1.[C:20]1([CH3:33])[CH:25]=[C:24]([CH3:26])[CH:23]=[C:22]([CH3:27])[C:21]=1[S:28]([O:31][NH2:32])(=[O:30])=[O:29]>ClCCl>[CH3:27][C:22]1[CH:23]=[C:24]([CH3:26])[CH:25]=[C:20]([CH3:33])[C:21]=1[S:28]([O-:31])(=[O:30])=[O:29].[NH2:32][N+:7]1[CH:8]=[CH:9][C:4]([CH:1]2[CH2:3][CH2:2]2)=[C:5]([N:10]([CH2:15][CH2:16][CH:17]([CH3:19])[CH3:18])[S:11]([CH3:14])(=[O:12])=[O:13])[CH:6]=1 |f:3.4|. Procedure details: A solution of N-(4-cyclopropylpyridin-3-yl)-N-isopentylmethanesulfonamide (Example 17G, 474 mg, 1.68 mmol) in dichloromethane (3 mL) at 0° C. was treated with the solution of O-(mesitylsulfonyl)hydroxylamine (solution used directly from Example 17H). The solution was immediately warmed to room temperature and stirred for 1 hour. The solution was then used directly in Example 17K. Reactants: N1C=NC2=C1CCC(C2)C(=O)O (4,5,6,7-tetrahydro-1H-benzimidazole-5-carboxylic acid), C1(=CC=CC=C1)CCCN (3-phenylpropylamine). Yields the product C1(=CC=CC=C1)CCCNC(=O)C1CC2=C(NC=N2)CC1 (4,5,6,7-Tetrahydro-1H-benzimidazole-5-carboxylic acid (3-phenylpropyl)amide). As a reaction SMILES: [NH:1]1[C:5]2[CH2:6][CH2:7][CH:8]([C:10]([OH:12])=O)[CH2:9][C:4]=2[N:3]=[CH:2]1.[C:13]1([CH2:19][CH2:20][CH2:21][NH2:22])[CH:18]=[CH:17][CH:16]=[CH:15][CH:14]=1>>[C:13]1([CH2:19][CH2:20][CH2:21][NH:22][C:10]([CH:8]2[CH2:7][CH2:6][C:5]3[NH:1][CH:2]=[N:3][C:4]=3[CH2:9]2)=[O:12])[CH:18]=[CH:17][CH:16]=[CH:15][CH:14]=1. Procedure: The title compound was prepared by a similar procedure as described in Example 4 from 100 mg of 2-formyl-5-methoxyphenoxyethylpolystyrene (0.55 mmol/g) resin, 4,5,6,7-tetrahydro-1H-benzimidazole-5-carboxylic acid (111 mg, 0.55 mmol) and 3-phenylpropylamine (74.4 mg, 0.55 mmol). The reactants are C1CCC(CC1)N=C=NC2CCCCC2 (DCC), CO (MeOH), C\C(=C/CC(=O)O)\CCC1=C(CCCC1(C)C)C ((E)-4-methyl-6-(2,6,6-trimethyl-cyclohex-1-enyl)-hex-3-enoic acid), COC([C@@H](O)C1=CC=CC=C1)=O ((S)-(+)-mandelic acid methyl ester), CO (MeOH). Reagents/catalysts: CN(C)C=1C=CN=CC1 (DMAP). The solvent is CC(C)(C)OC (MTBE), CC(C)(C)OC (MTBE). Run at time 2 hour. Yields the product COC(=O)[C@H](C1=CC=CC=C1)OC(CC=C(CCC1=C(CCCC1(C)C)C)C)=O (4-Methyl-6-(2,6,6-trimethyl-cyclohex-1-enyl)-hex-3-enoic acid (S)-methoxycarbonyl-phenyl-methyl ester). Isolated yield 87.8%. As a reaction SMILES: [CH3:1]/[C:2](/[CH2:8][CH2:9][C:10]1[C:15]([CH3:17])([CH3:16])[CH2:14][CH2:13][CH2:12][C:11]=1[CH3:18])=[CH:3]\[CH2:4][C:5]([OH:7])=[O:6].[CH3:19][O:20][C:21](=[O:30])[C@H:22]([C:24]1[CH:29]=[CH:28][CH:27]=[CH:26][CH:25]=1)O.CO.C1CCC(N=C=NC2CCCCC2)CC1>CC(OC)(C)C.CN(C1C=CN=CC=1)C>[CH3:19][O:20][C:21]([C@@H:22]([O:6][C:5](=[O:7])[CH2:4][CH:3]=[C:2]([CH3:1])[CH2:8][CH2:9][C:10]1[C:15]([CH3:17])([CH3:16])[CH2:14][CH2:13][CH2:12][C:11]=1[CH3:18])[C:24]1[CH:29]=[CH:28][CH:27]=[CH:26][CH:25]=1)=[O:30]. Procedure: To a solution of 10.0 g (40 mmol) (E)-4-methyl-6-(2,6,6-trimethyl-cyclohex-1-enyl)-hex-3-enoic acid [H. S. Corey, J. R. D. Cormick, W. E. Swensen, J. Am. Chem. Soc. 1964, 86, 1884], isomeric purity of 95%, in 100 ml MTBE were added at r.t. 6.64 g (40 mmol) (S)-(+)-mandelic acid methyl ester [α]D=+144.9 (c=1.04, MeOH) and 1.0 g DMAP. Then a solution of 8.24 g (40 mmol) DCC in 100 ml MTBE was added and the reaction mixture stirred for 2 h. After addition of 1 ml MeOH and 1 ml HTDNF the mixture was... Reactants: CCCCC(Br)Br, CC(C)(C)[O-], Cc1ccccc1, Cl, [K+], O=C1CCCCC1. Yields the product O=C1CCCCC12CCCCC2. Reaction SMILES: [Br:1][CH:2]([CH2:3][CH2:4][CH2:5][CH3:6])[Br:7].[C:15]([O-:16])([CH3:17])([CH3:18])[CH3:19].[CH3:22][c:23]1[cH:24][cH:25][cH:26][cH:27][cH:28]1.[ClH:21].[K+:20].[O:8]=[C:9]1[CH2:10][CH2:11][CH2:12][CH2:13][CH2:14]1>>[CH2:2]1[CH2:3][CH2:4][CH2:5][CH2:6][C:14]12[C:9](=[O:8])[CH2:10][CH2:11][CH2:12][CH2:13]2.